Dataset: the Open Reaction Database (ORD), a public repository of structured organic reaction records. Task: describe an organic reaction: reactants, conditions, products, and yield Reactants: COc1ccnc(CO)c1OC, ClCCl, [Na+], O=C([O-])O, O=S(Cl)Cl. The product is COc1ccnc(CCl)c1OC. Reaction SMILES: [CH3:1][O:2][c:3]1[c:4]([CH2:11][OH:12])[n:5][cH:6][cH:7][c:8]1[O:9][CH3:10].[Cl:22][CH2:23][Cl:24].[Na+:21].[O-:17][C:18]([OH:19])=[O:20].[S:13]([Cl:14])([Cl:15])=[O:16]>>[CH3:1][O:2][c:3]1[c:4]([CH2:11][Cl:15])[n:5][cH:6][cH:7][c:8]1[O:9][CH3:10]. Reactants: Cl.N[C@H]1[C@H]([C@@H]2[C@H]3C[C@H]3[C@H]1CC2)C(=O)OC (rac-Methyl (1R,2R,4S,5S,6S,7R)-7-aminotricyclo[3.2.2.02,4]nonane-6-carboxylate hydrochloride), FC1=CC=C(C=O)C=C1 (4-fluoro-benzaldehyde), C(#N)[BH3-].[Na+] (Sodium cyanoborohydride), C([O-])(O)=O.[Na+] (sodium bicarbonate), C(C)(=O)[O-].[Na+] (Sodium acetate). Run in CO (methanol), C(C)(=O)OCC (ethyl acetate). Conditions: temperature 25 celsius, time 16 hour. Yields the product crude product, FC1=CC=C(C=C1)CN[C@H]1[C@H]([C@@H]2[C@H]3C[C@H]3[C@H]1CC2)C(=O)OC (rac-Methyl (1R,2R,4S,5S,6S,7R)-7-{[(4-fluorophenyl)methyl]amino}tricyclo[3.2.2.02,4]nonane-6-carboxylate). Reaction SMILES: Cl.[NH2:2][C@@H:3]1[C@@H:9]2[CH2:10][CH2:11][C@@H:5]([C@@H:6]3[C@H:8]2[CH2:7]3)[C@@H:4]1[C:12]([O:14][CH3:15])=[O:13].C([O-])(=O)C.[Na+].[F:21][C:22]1[CH:29]=[CH:28][C:25]([CH:26]=O)=[CH:24][CH:23]=1.C([BH3-])#N.[Na+].C(=O)(O)[O-].[Na+]>CO.C(OCC)(=O)C>[F:21][C:22]1[CH:29]=[CH:28][C:25]([CH2:26][NH:2][C@@H:3]2[C@@H:9]3[CH2:10][CH2:11][C@@H:5]([C@@H:6]4[C@H:8]3[CH2:7]4)[C@@H:4]2[C:12]([O:14][CH3:15])=[O:13])=[CH:24][CH:23]=1 |f:0.1,2.3,5.6,7.8|. Procedure: rac-Methyl (1R,2R,4S,5S,6S,7R)-7-aminotricyclo[3.2.2.02,4]nonane-6-carboxylate hydrochloride (0.43 g, 1.85 mmol) was dissolved in methanol (10 mL). Sodium acetate (0.30 g, 3.70 mmol) was added followed by 4 Å powdered molecular sieves (0.40 g) and 4-fluoro-benzaldehyde (0.20 mL, 1.85 mmol). Sodium cyanoborohydride (0.23 g, 3.70 mmol) was added and the mixture was stirred at 25° C. for 16 h. The mixture was poured into a mixture of saturated aqueous sodium bicarbonate solution (20 mL) and ethyl a...